From a dataset of the Open Reaction Database (ORD), a public repository of structured organic reaction records. describe an organic reaction: reactants, conditions, products, and yield Reactants: [H-].[Na+] (sodium hydride), CI (methyliodide), [H-].[Na+] (Sodium hydride), ClC=1C=C(C=CC1OC(C)C)C1=NC(=NO1)C1=CC=C2C(=CNC2=C1)CCC(=O)OC(C)(C)C (1,1-dimethylethyl 3-[6-(5-{3-chloro-4-[(1-methylethyl)oxy]phenyl}-1,2,4-oxadiazol-3-yl)-1H-indol-3-yl]propanoate), IC (iodomethane). The solvent is CN(C)C=O (DMF). Conditions: time 5 minute. The product is ClC=1C=C(C=CC1OC(C)C)C1=NC(=NO1)C1=CC=C2C(=CN(C2=C1)C)CCC(=O)OC(C)(C)C (1,1-dimethylethyl 3-[6-(5-{3-chloro-4-[(1-methylethyl)oxy]phenyl}-1,2,4-oxadiazol-3-yl)-1-methyl-1H-indol-3-yl]propanoate). RXN SMILES: [H-].[Na+].[Cl:3][C:4]1[CH:5]=[C:6]([C:14]2[O:18][N:17]=[C:16]([C:19]3[CH:27]=[C:26]4[C:22]([C:23]([CH2:28][CH2:29][C:30]([O:32][C:33]([CH3:36])([CH3:35])[CH3:34])=[O:31])=[CH:24][NH:25]4)=[CH:21][CH:20]=3)[N:15]=2)[CH:7]=[CH:8][C:9]=1[O:10][CH:11]([CH3:13])[CH3:12].I[CH3:38]>CN(C=O)C>[Cl:3][C:4]1[CH:5]=[C:6]([C:14]2[O:18][N:17]=[C:16]([C:19]3[CH:27]=[C:26]4[C:22]([C:23]([CH2:28][CH2:29][C:30]([O:32][C:33]([CH3:34])([CH3:36])[CH3:35])=[O:31])=[CH:24][N:25]4[CH3:38])=[CH:21][CH:20]=3)[N:15]=2)[CH:7]=[CH:8][C:9]=1[O:10][CH:11]([CH3:13])[CH3:12] |f:0.1|. Procedure details: Sodium hydride (60% in mineral oil, 7.47 mg) was added to a solution of 1,1-dimethylethyl 3-[6-(5-{3-chloro-4-[(1-methylethyl)oxy]phenyl}-1,2,4-oxadiazol-3-yl)-1H-indol-3-yl]propanoate (D17) (150 mg) in dry DMF (4 mL) at RT. After stirring for 5 min, iodomethane (0.029 mL) was added. The resulting solution was stirred at RT for 1.2 hours. Another portion of sodium hydride (4 mg) was added. After stirring for 5 min, methyliodide (0.015 mL) was added, and the resulting solution was stirred for 1 h... Starting materials: N(=[N+]=[N-])CC1CC=2C(=C3C=CC(NC3=C(C2)C#N)=O)O1 (2-Azidomethyl-5-cyano-2,3,6,7-tetrahydrofuro[2,3-f]quinoline-7-one), S(O)(O)(=O)=O (sulfuric acid), C([O-])([O-])=O.[K+].[K+] (potassium carbonate). Solvent: C(C)O (ethanol). Product: N(=[N+]=[N-])CC1CC=2C(=C3C=CC(NC3=C(C2)C(N)=O)=O)O1 (2-azidomethyl-5-carbamoyl -2,3,6,7-tetrahydrofuro[2,3-f]quinoline-7-one). Isolated yield 6.4%. As a reaction SMILES: [N:1]([CH2:4][CH:5]1[O:20][C:8]2=[C:9]3[C:14](=[C:15]([C:17]#[N:18])[CH:16]=[C:7]2[CH2:6]1)[NH:13][C:12](=[O:19])[CH:11]=[CH:10]3)=[N+:2]=[N-:3].S(=O)(=O)(O)[OH:22].C(=O)([O-])[O-].[K+].[K+]>C(O)C>[N:1]([CH2:4][CH:5]1[O:20][C:8]2=[C:9]3[C:14](=[C:15]([C:17](=[O:22])[NH2:18])[CH:16]=[C:7]2[CH2:6]1)[NH:13][C:12](=[O:19])[CH:11]=[CH:10]3)=[N+:2]=[N-:3] |f:2.3.4|. Reported procedure: 2-Azidomethyl-5-cyano-2,3,6,7-tetrahydrofuro[2,3-f]quinoline-7-one (3.4 g) was suspended in 95% ethanol (85 ml). Concentrated sulfuric acid (32 ml) was added to the mixture, and the mixture was refluxed for 5 hours while heating. 30% potassium carbonate was added to the reaction mixture to turn the pH of the mixture alkaline. Extraction was performed using a solvent mixture of chloroform-methanol (8:1), and the extract was dried. The solvent was distilled off, and the resultant residue was washe...